From a dataset of the Open Reaction Database (ORD), a public repository of structured organic reaction records. describe an organic reaction: reactants, conditions, products, and yield Reactants: O=C(O)c1csc(Br)c1, [Li]CCCC, CN(C)C=O, C1CCOC1. Yields the product O=Cc1cc(C(=O)O)cs1. As a reaction SMILES: [Br:1][c:2]1[cH:3][c:4]([C:7](=[O:8])[OH:9])[cH:5][s:6]1.[CH2:10]([Li:11])[CH2:12][CH2:13][CH3:14].[CH3:15][N:16]([CH:17]=[O:18])[CH3:19].[O:20]1[CH2:21][CH2:22][CH2:23][CH2:24]1>>[c:2]1([CH:17]=[O:18])[cH:3][c:4]([C:7](=[O:8])[OH:9])[cH:5][s:6]1. The reactants are O=C(NC1CC1)c1ccc(Br)nc1, CC(=O)OC(C)C, CC(c1ccc(B2OC(C)(C)C(C)(C)O2)cc1)N1CCC(CC(C)(C)O)(c2ccccc2)OC1=O. Product: CC(c1ccc(-c2ccc(C(=O)NC3CC3)cn2)cc1)N1CCC(CC(C)(C)O)(c2ccccc2)OC1=O. Reaction SMILES: [Br:36][c:37]1[n:38][cH:39][c:40]([C:41](=[O:42])[NH:43][CH:44]2[CH2:45][CH2:46]2)[cH:47][cH:48]1.[C:49]([O:50][CH:51]([CH3:52])[CH3:53])(=[O:54])[CH3:55].[OH:1][C:2]([CH2:3][C:4]1([c:28]2[cH:29][cH:30][cH:31][cH:32][cH:33]2)[CH2:5][CH2:6][N:7]([CH:11]([CH3:12])[c:13]2[cH:14][cH:15][c:16]([B:19]3[O:20][C:21]([CH3:22])([CH3:23])[C:24]([CH3:25])([CH3:26])[O:27]3)[cH:17][cH:18]2)[C:8](=[O:10])[O:9]1)([CH3:34])[CH3:35]>>[OH:1][C:2]([CH2:3][C:4]1([c:28]2[cH:29][cH:30][cH:31][cH:32][cH:33]2)[CH2:5][CH2:6][N:7]([CH:11]([CH3:12])[c:13]2[cH:14][cH:15][c:16](-[c:37]3[n:38][cH:39][c:40]([C:41](=[O:42])[NH:43][CH:44]4[CH2:45][CH2:46]4)[cH:47][cH:48]3)[cH:17][cH:18]2)[C:8](=[O:10])[O:9]1)([CH3:34])[CH3:35]. Starting materials: CNC(C)C\C=C\C1=CC2=C(C=C1)OCO2 ((4E)-N-methyl-5-(3,4-methylenedioxyphenyl)-4-penten-2-amine), O=C([C@H](O)[C@@H](O)[C@@H](O)[C@H](O)C(=O)O)O (galactaric acid), O (Water). Run in C(C)O (ethanol). Product: O=C([C@H](O)[C@@H](O)[C@@H](O)[C@H](O)C(=O)O)O.CNC(C)C\C=C\C1=CC2=C(C=C1)OCO2.CNC(C)C\C=C\C2=CC1=C(C=C2)OCO1 ((4E)-N-Methyl-5-(3,4-methylenedioxyphenyl)-4-penten-2-amine Hemigalactarate). RXN SMILES: [CH3:1][NH:2][CH:3]([CH2:5]/[CH:6]=[CH:7]/[C:8]1[CH:13]=[CH:12][C:11]2[O:14][CH2:15][O:16][C:10]=2[CH:9]=1)[CH3:4].[O:17]=[C:18]([OH:30])[C@@H:19]([C@H:21]([C@H:23]([C@@H:25]([C:27]([OH:29])=[O:28])[OH:26])[OH:24])[OH:22])[OH:20].O>C(O)C>[O:17]=[C:18]([OH:30])[C@@H:19]([C@H:21]([C@H:23]([C@@H:25]([C:27]([OH:29])=[O:28])[OH:26])[OH:24])[OH:22])[OH:20].[CH3:1][NH:2][CH:3]([CH2:5]/[CH:6]=[CH:7]/[C:8]1[CH:13]=[CH:12][C:11]2[O:14][CH2:15][O:16][C:10]=2[CH:9]=1)[CH3:4].[CH3:1][NH:2][CH:3]([CH2:5]/[CH:6]=[CH:7]/[C:8]1[CH:13]=[CH:12][C:11]2[O:14][CH2:15][O:16][C:10]=2[CH:9]=1)[CH3:4] |f:4.5.6|. Procedure details: To a solution of (4E)-N-methyl-5-(3,4-methylenedioxyphenyl)-4-penten-2-amine (228.7 mg, 1.043 mmol) in absolute ethanol (3.5 mL) was added galactaric acid (109.6 mg, 0.522 mmol). Water (1.2 mL) was added drop-wise while gently warming the solution. The solution was filtered through glass wool to remove a few insoluble particles, washing the filter plug with ethanol-water (4:1, v/v) (1 mL). The filtrate was diluted with ethanol (7 mL), cooled to ambient temperature, and further cooled at 5° C. fo... Starting materials: S1C(=CC=C1)C(=O)NN (2-thiophenecarboxylic acid hydrazide), C(C)N=C=O (ethyl isocyanate), ClC1=CC=C(C(=O)NN)C=C1 (4-chlorobenzoic acid hydrazide), CN=C=O (methyl isocyanate). The product is S1C(=CC=C1)C(=O)NNC(=O)NC (1-(2-Thienoyl)-4-methylsemicarbazide). RXN SMILES: [S:1]1[CH:5]=[CH:4][CH:3]=[C:2]1[C:6]([NH:8][NH2:9])=[O:7].ClC1C=CC(C(NN)=O)=CC=1.[CH3:21][N:22]=[C:23]=[O:24].C(N=C=O)C>>[S:1]1[CH:5]=[CH:4][CH:3]=[C:2]1[C:6]([NH:8][NH:9][C:23]([NH:22][CH3:21])=[O:24])=[O:7]. Procedure details: When in the procedure of Example 1, 2-thiophenecarboxylic acid hydrazide is substituted for 4-chlorobenzoic acid hydrazide and methyl isocyanate is substituted for ethyl isocyanate, the title compound is obtained. Reactants: COC1=C(C(=O)O)C(=CC=C1Cl)Cl (2-methoxy-3,6-dichlorobenzoic acid), COC1=C(CO)C(=C(C=C1Cl)Br)Cl (2-methoxy-5-bromo-3,6-dichlorobenzyl alcohol). Product: COC1=C(CO)C(=CC=C1Cl)Cl (2-methoxy-3,6-dichlorobenzyl alcohol). Reaction SMILES: [CH3:1][O:2][C:3]1[C:11]([Cl:12])=[CH:10][CH:9]=[C:8]([Cl:13])[C:4]=1[C:5](O)=[O:6].COC1C(Cl)=CC(Br)=C(Cl)C=1CO>>[CH3:1][O:2][C:3]1[C:11]([Cl:12])=[CH:10][CH:9]=[C:8]([Cl:13])[C:4]=1[CH2:5][OH:6]. Procedure details: A process for the preparation of 2-methoxy-3,6-dichlorobenzoic acid comprising the steps of catalytically debrominating 2-methoxy-5-bromo-3,6-dichlorobenzyl alcohol to produce 2-methoxy-3,6-dichlorobenzyl alcohol, oxidizing said 2-methoxy-3,6-dichlorobenzyl alcohol to produce 2-methoxy-3, 6-dichloro benzonic acid, and recovering said 2-methoxy-3,6-dichlorobenzoic acid. Reactants: [H-].[Na+] (NaH), oil, Cl.COC(CN)=O (glycine methyl ester hydrochloride), CCN(C(C)C)C(C)C (DIPEA), C(\C1=CC=CC=C1)=N/O ((E)-benzaldehyde oxime), ClC1=CC(=C(C=C1)C1(CCN(CC1)C(=O)OC(C)(C)C)C(=O)OCC)C#CC(=O)OCC (1-tert-butyl ethyl 4-(4-chloro-2-(3-ethoxy-3-oxoprop-1-ynyl)phenyl)piperidine-1,4-dicarboxylate). Run in O1CCOCC1 (dioxane), O1CCOCC1 (1,4-dioxane), CCOC(=O)C (EtOAc), CN(C)C=O (DMF), CCOC(=O)C (EtOAc), CN(C)C=O (DMF). Reaction conditions: temperature 23 celsius, time 30 minute. Yields the product ClC=1C=C2C(=C(C(C3(CCN(CC3)C(=O)OC(C)(C)C)C2=CC1)=O)C(=O)NCC(=O)OC)O (Methyl N-((6-chloro-4-hydroxy-2-oxo-1′-(tert-butoxycarbonyl)-spiro[naphthalene-1,4′-piperidin]-3-yl)carbonyl)glycinate). Reaction SMILES: [H-].[Na+].C(=N/[OH:11])\C1C=CC=CC=1.[Cl:12][C:13]1[CH:18]=[CH:17][C:16]([C:19]2([C:32](OCC)=[O:33])[CH2:24][CH2:23][N:22]([C:25]([O:27][C:28]([CH3:31])([CH3:30])[CH3:29])=[O:26])[CH2:21][CH2:20]2)=[C:15]([C:37]#[C:38][C:39](OCC)=[O:40])[CH:14]=1.Cl.[CH3:45][O:46][C:47](=[O:50])[CH2:48][NH2:49].CCN(C(C)C)C(C)C>O1CCOCC1.CN(C=O)C.CCOC(C)=O>[Cl:12][C:13]1[CH:14]=[C:15]2[C:16](=[CH:17][CH:18]=1)[C:19]1([CH2:20][CH2:21][N:22]([C:25]([O:27][C:28]([CH3:31])([CH3:30])[CH3:29])=[O:26])[CH2:23][CH2:24]1)[C:32](=[O:33])[C:38]([C:39]([NH:49][CH2:48][C:47]([O:46][CH3:45])=[O:50])=[O:40])=[C:37]2[OH:11] |f:0.1,4.5|. Reported procedure: A suspension of NaH (60% dispersion in mineral oil (17 mg, 423 μmol)) in dioxane (2.5 mL) was treated with a solution of (E)-benzaldehyde oxime (51 mg, 423 μmol) in DMF (1.5 mL). The reaction was stirred at 23° C. under nitrogen. After 30 minutes, the reaction was cooled to 0° C. and then a solution of 1-tert-butyl ethyl 4-(4-chloro-2-(3-ethoxy-3-oxoprop-1-ynyl)phenyl)piperidine-1,4-dicarboxylate (157 mg, 338 μmol) in DMF (3.5 mL) was added in a dropwise fashion over 10 minutes. After 1 hour, th... Reactants: C(C)(C)N(C(C)C)CC (N,N-Diisopropylethylamine), ClC1=NC=CC=C1S(=O)(=O)Cl (2-chloropyridine-3-sulphonyl chloride), [N+](=O)([O-])C1=CC=C(C=C1)O (4-nitrophenol). Solvent: CN(C)C=O (DMF), C(C)(=O)OCC (ethyl acetate). Conditions: time 30 minute. Yields the product ClC1=NC=CC=C1S(=O)(=O)OC1=CC=C(C=C1)[N+](=O)[O-] (4-nitrophenyl 2-chloropyridine-3-sulphonate). The yield is 66.1%. RXN SMILES: C(N(CC)C(C)C)(C)C.[Cl:10][C:11]1[C:16]([S:17](Cl)(=[O:19])=[O:18])=[CH:15][CH:14]=[CH:13][N:12]=1.[N+:21]([C:24]1[CH:29]=[CH:28][C:27]([OH:30])=[CH:26][CH:25]=1)([O-:23])=[O:22]>CN(C=O)C.C(OCC)(=O)C>[Cl:10][C:11]1[C:16]([S:17]([O:30][C:27]2[CH:28]=[CH:29][C:24]([N+:21]([O-:23])=[O:22])=[CH:25][CH:26]=2)(=[O:19])=[O:18])=[CH:15][CH:14]=[CH:13][N:12]=1. Reported procedure: N,N-Diisopropylethylamine (0.45 ml) was added to a solution of 2-chloropyridine-3-sulphonyl chloride (0.53 g) and 4-nitrophenol (0.35 g) in DMF (5 ml). The mixture was stirred at ambient temperature for 30 minutes then diluted with ethyl acetate (25 ml) and washed with water (2×25 ml), saturated sodium carbonate solution (3×20 ml), water (20 ml) and saturated sodium chloride solution. Aqueous layers were back-extracted with ethyl acetate (25 ml) and the organic layers were combined and dried (Mg...